Task: describe an organic reaction: reactants, conditions, products, and yield. Dataset: the Open Reaction Database (ORD), a public repository of structured organic reaction records Starting materials: COC(=O)c1cc2cccc(Br)c2s1, [Na+], [Na+], O=C([O-])[O-], OB(O)c1ccc(N2CCOCC2)cc1, CN(C)C=O. Product: COC(=O)c1cc2cccc(-c3ccc(N4CCOCC4)cc3)c2s1. Reaction SMILES: [Br:7][c:8]1[cH:9][cH:10][cH:11][c:12]2[cH:13][c:14]([C:17](=[O:18])[O:19][CH3:20])[s:15][c:16]12.[Na+:1].[Na+:2].[O-:3][C:4](=[O:5])[O-:6].[O:21]1[CH2:22][CH2:23][N:24]([c:27]2[cH:28][cH:29][c:30]([B:33]([OH:34])[OH:35])[cH:31][cH:32]2)[CH2:25][CH2:26]1.[O:36]=[CH:37][N:38]([CH3:39])[CH3:40]>>[c:8]1(-[c:30]2[cH:29][cH:28][c:27]([N:24]3[CH2:23][CH2:22][O:21][CH2:26][CH2:25]3)[cH:32][cH:31]2)[cH:9][cH:10][cH:11][c:12]2[cH:13][c:14]([C:17](=[O:18])[O:19][CH3:20])[s:15][c:16]12. The reactants are ClC1=C(C=CC=C1Cl)C1C(=C(NC(=C1C(=O)OC)C)COCC=1N=NN(N1)CCN1CCNCC1)C(=O)OCC (5-{[4-(2,3-dichlorophenyl)-3-ethoxycarbonyl-5-methoxycarbonyl-6-methyl-1,4-dihydropyridin-2-yl]methoxymethyl}-2-[2-(1-piperazinyl)ethyl]tetrazole), CN=C=O (methyl isocyanate). Run in ClCCl (dichloromethane). The product is ClC1=C(C=CC=C1Cl)C1C(=C(NC(=C1C(=O)OC)C)COCC=1N=NN(N1)CCN1CCN(CC1)C(NC)=O)C(=O)OCC (5-{[4-(2,3-Dichlorophenyl)-3-ethoxycarbonyl-5-methoxycarbonyl-6-methyl-1,4-dihydropyridin-2-yl]methoxymethyl}-2-{2-[4-(N-methylcarbamoyl)-1-piperazinyl]ethyl}-tetrazole), hemihydrate. As a reaction SMILES: [Cl:1][C:2]1[C:7]([Cl:8])=[CH:6][CH:5]=[CH:4][C:3]=1[CH:9]1[C:14]([C:15]([O:17][CH3:18])=[O:16])=[C:13]([CH3:19])[NH:12][C:11]([CH2:20][O:21][CH2:22][C:23]2[N:24]=[N:25][N:26]([CH2:28][CH2:29][N:30]3[CH2:35][CH2:34][NH:33][CH2:32][CH2:31]3)[N:27]=2)=[C:10]1[C:36]([O:38][CH2:39][CH3:40])=[O:37].[CH3:41][N:42]=[C:43]=[O:44]>ClCCl>[Cl:1][C:2]1[C:7]([Cl:8])=[CH:6][CH:5]=[CH:4][C:3]=1[CH:9]1[C:14]([C:15]([O:17][CH3:18])=[O:16])=[C:13]([CH3:19])[NH:12][C:11]([CH2:20][O:21][CH2:22][C:23]2[N:24]=[N:25][N:26]([CH2:28][CH2:29][N:30]3[CH2:35][CH2:34][N:33]([C:43](=[O:44])[NH:42][CH3:41])[CH2:32][CH2:31]3)[N:27]=2)=[C:10]1[C:36]([O:38][CH2:39][CH3:40])=[O:37]. Reported procedure: A solution of 5-{[4-(2,3-dichlorophenyl)-3-ethoxycarbonyl-5-methoxycarbonyl-6-methyl-1,4-dihydropyridin-2-yl]methoxymethyl}-2-[2-(1-piperazinyl)ethyl]tetrazole (321 mg) and methyl isocyanate (0.5 ml) in dichloromethane (10 ml) was stirred at room temperature for 30 minutes and evaporated. The residual oil was triturated with diethyl ether and the resulting solid collected, washed with diethyl ether and dried to give the title compound as a hemihydrate (383 mg), m.p. 112°-114° C. Found: C,50.78; ...